This data is from the Open Reaction Database (ORD), a public repository of structured organic reaction records. The task is: describe an organic reaction: reactants, conditions, products, and yield Reactants: OCCN1CCNCC1 (4-(2-Hydroxyethyl)-piperazine), ClC1=CC=C(C=C1)C1N=C(N(C1C1=CC=C(C=C1)Cl)C(=O)C1=CC=C(C=C1)CCl)C1=C(C=CC(=C1)C(F)(F)F)OCC ([4,5-bis-(4-chloro-phenyl)-2-(2-ethoxy-5-trifluoromethyl-phenyl)-4,5-dihydro-imidazol-1-yl]-(4-chloromethyl-phenyl)-methanone), C(C)(C)N(CC)C(C)C (diisopropylethylamine). Run in CN(C=O)C (dimethylformamide). Conditions: temperature 80 celsius, time 8 hour. Yields the product ClC1=CC=C(C=C1)C1N=C(N(C1C1=CC=C(C=C1)Cl)C(=O)C1=CC=C(C=C1)CN1CCN(CC1)CCO)C1=C(C=CC(=C1)C(F)(F)F)OCC ([4,5-bis-(4-chloro-phenyl)-2-(2-ethoxy-5-trifluoromethyl-phenyl)-4,5-dihydro-imidazol-1-yl]-[4-{(4-(2-hydroxyethyl)piperazine-1-yl)methyl}phenyl]methanone). As a reaction SMILES: [OH:1][CH2:2][CH2:3][N:4]1[CH2:9][CH2:8][NH:7][CH2:6][CH2:5]1.[Cl:10][C:11]1[CH:16]=[CH:15][C:14]([CH:17]2[CH:21]([C:22]3[CH:27]=[CH:26][C:25]([Cl:28])=[CH:24][CH:23]=3)[N:20]([C:29]([C:31]3[CH:36]=[CH:35][C:34]([CH2:37]Cl)=[CH:33][CH:32]=3)=[O:30])[C:19]([C:39]3[CH:44]=[C:43]([C:45]([F:48])([F:47])[F:46])[CH:42]=[CH:41][C:40]=3[O:49][CH2:50][CH3:51])=[N:18]2)=[CH:13][CH:12]=1.C(N(C(C)C)CC)(C)C>CN(C)C=O>[Cl:10][C:11]1[CH:16]=[CH:15][C:14]([CH:17]2[CH:21]([C:22]3[CH:23]=[CH:24][C:25]([Cl:28])=[CH:26][CH:27]=3)[N:20]([C:29]([C:31]3[CH:36]=[CH:35][C:34]([CH2:37][N:7]4[CH2:8][CH2:9][N:4]([CH2:3][CH2:2][OH:1])[CH2:5][CH2:6]4)=[CH:33][CH:32]=3)=[O:30])[C:19]([C:39]3[CH:44]=[C:43]([C:45]([F:46])([F:47])[F:48])[CH:42]=[CH:41][C:40]=3[O:49][CH2:50][CH3:51])=[N:18]2)=[CH:13][CH:12]=1. Procedure details: 4-(2-Hydroxyethyl)-piperazine (10 uL, 0.08 mmol) was added to a solution of [4,5-bis-(4-chloro-phenyl)-2-(2-ethoxy-5-trifluoromethyl-phenyl)-4,5-dihydro-imidazol-1-yl]-(4-chloromethyl-phenyl)-methanone (20 mg, 0.03 mmol) and diisopropylethylamine (7 uL, 0.04 mmol) in anhydrous dimethylformamide (1.0 mL). The mixture was stirred overnight at 80° C. Evaporation of the solvent and chromatography of the residue over silica gel using 1-5% methanol in methylene chloride gave [4,5-bis-(4-chloro-phenyl)... Reactants: FC=1C=C(C=CC1CN1CCN(CC1)C)O (3-Fluoro-4-((4-methylpiperazin-1-yl)methyl)phenol), CS(=O)(=O)OC1CN(C1)C(=O)OC(C)(C)C (tert-butyl 3-[(methylsulfonyl)oxy]azetidine-1-carboxylate), [H-].[Na+] (NaH), [OH-].[Na+] (NaOH). Solvent: CN(C)C=O (DMF), CN(C)C=O (DMF), CN(C)C=O (DMF), O (Water). Conditions: temperature 80 celsius, time 20 minute. The product is FC=1C=C(OC2CN(C2)C(=O)OC(C)(C)C)C=CC1CN1CCN(CC1)C (tert-Butyl 3-(3-fluoro-4-((4-methylpiperazin-1-yl)methyl)phenoxy)azetidine-1-carboxylate). The yield is 44.5%. As a reaction SMILES: [H-].[Na+].[F:3][C:4]1[CH:5]=[C:6]([OH:18])[CH:7]=[CH:8][C:9]=1[CH2:10][N:11]1[CH2:16][CH2:15][N:14]([CH3:17])[CH2:13][CH2:12]1.CS(O[CH:24]1[CH2:27][N:26]([C:28]([O:30][C:31]([CH3:34])([CH3:33])[CH3:32])=[O:29])[CH2:25]1)(=O)=O.[OH-].[Na+]>CN(C=O)C.O>[F:3][C:4]1[CH:5]=[C:6]([CH:7]=[CH:8][C:9]=1[CH2:10][N:11]1[CH2:12][CH2:13][N:14]([CH3:17])[CH2:15][CH2:16]1)[O:18][CH:24]1[CH2:25][N:26]([C:28]([O:30][C:31]([CH3:34])([CH3:33])[CH3:32])=[O:29])[CH2:27]1 |f:0.1,4.5|. Procedure details: A mixture of NaH (55-65% disp. in oil, 0.50 g, 11.5 mmol) in dry DMF (10 mL) under nitrogen was cooled by an ice-bath. A solution of 29B (1.3 g, 5.8 mmol) in DMF (25 mL) was added drop-wise over 10 minutes. The mixture was stirred for 20 minutes and then tert-butyl 3-[(methylsulfonyl)oxy]azetidine-1-carboxylate (1.7 g, 6.9 mmol) in DMF (15 mL) was added. The mixture was heated to 80° C. for six days and then cooled to RT. Water and some aqueous NaOH was added and the mixture was extracted three ... The reactants are C1(=CC=CC=C1)S(=O)(=O)CC=1C(=C(C=CC1)N1CCN(CC1)C)[N+](=O)[O-] (1-(3-benzenesulfonylmethyl-2-nitro-phenyl)-4-methyl-piperazine). Reagents/catalysts: [OH-].[OH-].[Pd+2] (Pearlman's catalyst). The solvent is O1CCCC1 (tetrahydrofuran), O1CCCC1 (tetrahydrofuran). Run at temperature 45 celsius. The product is C1(=CC=CC=C1)S(=O)(=O)CC1=C(C(=CC=C1)N1CCN(CC1)C)N (2-benzenesulfonylmethyl-6-(4-methyl-piperazin-1-yl)-phenylamine). Yield: 108.2%. RXN SMILES: [C:1]1([S:7]([CH2:10][C:11]2[C:12]([N+:24]([O-])=O)=[C:13]([N:17]3[CH2:22][CH2:21][N:20]([CH3:23])[CH2:19][CH2:18]3)[CH:14]=[CH:15][CH:16]=2)(=[O:9])=[O:8])[CH:6]=[CH:5][CH:4]=[CH:3][CH:2]=1>O1CCCC1.[OH-].[OH-].[Pd+2]>[C:1]1([S:7]([CH2:10][C:11]2[CH:16]=[CH:15][CH:14]=[C:13]([N:17]3[CH2:22][CH2:21][N:20]([CH3:23])[CH2:19][CH2:18]3)[C:12]=2[NH2:24])(=[O:8])=[O:9])[CH:2]=[CH:3][CH:4]=[CH:5][CH:6]=1 |f:2.3.4|. Procedure details: A solution of 1-(3-benzenesulfonylmethyl-2-nitro-phenyl)-4-methyl-piperazine (25 g) in tetrahydrofuran (500 mL) prepared by heating to 45° C. was added to a pre-hydrogenated suspension of Pearlman's catalyst (20% Pd(OH)2/C; 0.5 g) in tetrahydrofuran (20 mL). Stirring is continued under a hydrogen atmosphere at 45° C. until the reaction is complete (ca. 29 hours). After cooling, the catalyst is filtered off on Solkafloc™ (10 g) and washed with tetrahydrofuran (50 mL). The filtrate is concentrated...